describe an organic reaction: reactants, conditions, products, and yield From a dataset of the Open Reaction Database (ORD), a public repository of structured organic reaction records. The reactants are NC1=CC=C(CC2=CC=C(C=C2)NCC2=CNC=3N=C(NC(C32)=O)NC(CCCCCCC)=O)C=C1 (octanoic acid (5-{[4-(4-amino-benzyl)-phenylamino]-methyl}-4-oxo-4,7-dihydro-3H-pyrrolo[2,3-d]pyrimidin-2-yl)-amide), [OH-].[K+] (KOH). Yields the product NC=1NC(C2=C(N1)NC=C2CNC2=CC=C(C=C2)CC2=CC=C(C=C2)N)=O (2-amino-5-{[4-(4-amino-benzyl)-phenylamino]-methyl}-3,7-dihydro-pyrrolo[2,3-d]pyrimidin-4-one). Reaction SMILES: [NH2:1][C:2]1[CH:36]=[CH:35][C:5]([CH2:6][C:7]2[CH:12]=[CH:11][C:10]([NH:13][CH2:14][C:15]3[C:23]4[C:22](=[O:24])[NH:21][C:20]([NH:25]C(=O)CCCCCCC)=[N:19][C:18]=4[NH:17][CH:16]=3)=[CH:9][CH:8]=2)=[CH:4][CH:3]=1.[OH-].[K+]>>[NH2:25][C:20]1[NH:21][C:22](=[O:24])[C:23]2[C:15]([CH2:14][NH:13][C:10]3[CH:9]=[CH:8][C:7]([CH2:6][C:5]4[CH:35]=[CH:36][C:2]([NH2:1])=[CH:3][CH:4]=4)=[CH:12][CH:11]=3)=[CH:16][NH:17][C:18]=2[N:19]=1 |f:1.2|. Procedure details: The synthesis of 2-amino-5-{[4-(4-amino-benzyl)-phenylamino]-methyl}-3,7-dihydro-pyrrolo[2,3-d]pyrimidin-4-one 24 follows the same steps as the synthesis of 4-[(2-amino-4-oxo-4,7-dihydro-3H-pyrrolo[2,3-d]pyrimidin-5-ylmethyl)-amino]-benzoic acid 21, except that octanoic acid{5-[(dibenzylamino)-methyl]-4-oxo-4,7-dihydro-3H-pyrrolo[2,3-d]pyrimidin-2-yl}-amide 18 is reacted with 4,4′-methylene dianiline 22 to form octanoic acid (5-{[4-(4-amino-benzyl)-phenylamino]-methyl}-4-oxo-4,7-dihydro-3H-pyrro...